Dataset: the Open Reaction Database (ORD), a public repository of structured organic reaction records. Task: describe an organic reaction: reactants, conditions, products, and yield The reactants are O (water), ClC1=C(C=CC(=C1)Cl)CN1C(=NCC1)CC1=CC=CC=C1 (1-(2,4-Dichlorophenyl)methyl-4,5-dihydro-2-phenylmethylimidazole), [H-].[Na+] (sodium hydride), C=O (Paraformaldehyde). The solvent is CN(C=O)C (dimethylformamide). Conditions: time 30 minute. Product: ClC1=C(C=CC(=C1)Cl)CN1C(=NCC1)C(=C)C1=CC=CC=C1 (1-(2,4-dichlorophenylmethyl)-4,5-dihydro-2-(1-phenylethenyl)imidazole). Isolated yield 78.5%. Reaction SMILES: [Cl:1][C:2]1[CH:7]=[C:6]([Cl:8])[CH:5]=[CH:4][C:3]=1[CH2:9][N:10]1[CH2:14][CH2:13][N:12]=[C:11]1[CH2:15][C:16]1[CH:21]=[CH:20][CH:19]=[CH:18][CH:17]=1.[H-].[Na+].[CH2:24]=O.O>CN(C)C=O>[Cl:1][C:2]1[CH:7]=[C:6]([Cl:8])[CH:5]=[CH:4][C:3]=1[CH2:9][N:10]1[CH2:14][CH2:13][N:12]=[C:11]1[C:15]([C:16]1[CH:21]=[CH:20][CH:19]=[CH:18][CH:17]=1)=[CH2:24] |f:1.2|. Reported procedure: 1-(2,4-Dichlorophenyl)methyl-4,5-dihydro-2-phenylmethylimidazole (3.19 g, 0.1 mol) was added to a slurry of sodium hydride (80% dispersion in mineral oil, 0.3 g, 0.01 mol) in dry dimethylformamide (15 ml) and the mixture was stirred at room temperature for 30 minutes. Paraformaldehyde (3 g, 0.01 mol) was added to the reaction mixture and the resulting mixture was heated at 70° C. for 6 hours. The reaction mixture was cooled, water was added and the resulting mixture was extracted with ether. The...